Dataset: the Open Reaction Database (ORD), a public repository of structured organic reaction records. Task: describe an organic reaction: reactants, conditions, products, and yield Starting materials: CCCCn1cc(C(OC)OC)nc1-c1ccccc1, C1CCOC1, [Li]CCCC, CCOC(C)=O, [Cl-], [NH4+], CN(C)C=O. Product: CCCCn1c(-c2ccccc2)nc(C(OC)OC)c1C=O. Reaction SMILES: [CH2:1]([CH2:2][CH2:3][CH3:4])[n:5]1[c:6](-[c:15]2[cH:16][cH:17][cH:18][cH:19][cH:20]2)[n:7][c:8]([CH:10]([O:11][CH3:12])[O:13][CH3:14])[cH:9]1.[CH2:33]1[O:34][CH2:35][CH2:36][CH2:37]1.[CH3:21][CH2:22][CH2:23][CH2:24][Li:25].[CH3:38][CH2:39][O:40][C:41](=[O:42])[CH3:43].[Cl-:31].[NH4+:32].[O:26]=[CH:27][N:28]([CH3:29])[CH3:30]>>[CH2:1]([CH2:2][CH2:3][CH3:4])[n:5]1[c:6](-[c:15]2[cH:16][cH:17][cH:18][cH:19][cH:20]2)[n:7][c:8]([CH:10]([O:11][CH3:12])[O:13][CH3:14])[c:9]1[CH:27]=[O:26]. Starting materials: Cn1cc(Br)cc(Br)c1=O, O=C([O-])[O-], C1COCCO1, Cc1cc(N)n[nH]1, [Cs+], [Cs+], O=C(C=Cc1ccccc1)C=Cc1ccccc1, O=C(C=Cc1ccccc1)C=Cc1ccccc1, O=C(C=Cc1ccccc1)C=Cc1ccccc1, [Pd], [Pd]. The product is Cc1cc(Nc2cc(Br)cn(C)c2=O)n[nH]1. As a reaction SMILES: [Br:8][c:9]1[c:10](=[O:17])[n:11]([CH3:16])[cH:12][c:13]([Br:15])[cH:14]1.[C:18](=[O:19])([O-:20])[O-:21].[CH2:80]1[O:81][CH2:82][CH2:83][O:84][CH2:85]1.[CH3:1][c:2]1[cH:3][c:4]([NH2:7])[n:5][nH:6]1.[Cs+:22].[Cs+:23].[O:26]=[C:27]([CH:28]=[CH:29][c:30]1[cH:31][cH:32][cH:33][cH:34][cH:35]1)[CH:36]=[CH:37][c:38]1[cH:39][cH:40][cH:41][cH:42][cH:43]1.[O:44]=[C:45]([CH:46]=[CH:47][c:48]1[cH:49][cH:50][cH:51][cH:52][cH:53]1)[CH:54]=[CH:55][c:56]1[cH:57][cH:58][cH:59][cH:60][cH:61]1.[O:62]=[C:63]([CH:64]=[CH:65][c:66]1[cH:67][cH:68][cH:69][cH:70][cH:71]1)[CH:72]=[CH:73][c:74]1[cH:75][cH:76][cH:77][cH:78][cH:79]1.[Pd:24].[Pd:25]>>[CH3:1][c:2]1[cH:3][c:4]([NH:7][c:9]2[c:10](=[O:17])[n:11]([CH3:16])[cH:12][c:13]([Br:15])[cH:14]2)[n:5][nH:6]1.